Task: describe an organic reaction: reactants, conditions, products, and yield. Dataset: the Open Reaction Database (ORD), a public repository of structured organic reaction records Reactants: C1(=CC=CC=C1)C(N1CC(C1)(O)C1=CC(=NC2=C(C=CC=C12)C(F)(F)F)C(F)(F)F)C1=CC=CC=C1 (1-diphenylmethyl-3-(2,8-bis(trifluoromethyl)-4-quinolinyl)-3-azetidinol), ClC(=O)OC(C)Cl (1-chloroethyl chloroformate). Solvent: ClC(C)Cl (dichloroethane). Run at temperature 70 celsius, time 1 hour. Yields the product FC(C1=NC2=C(C=CC=C2C(=C1)C1(CNC1)O)C(F)(F)F)(F)F (3-(2,8-Bis(Trifluoromethyl)-4-quinolinyl)-3-azetidinol). The yield is 76.2%. RXN SMILES: C1(C(C2C=CC=CC=2)[N:8]2[CH2:11][C:10]([C:13]3[C:22]4[C:17](=[C:18]([C:23]([F:26])([F:25])[F:24])[CH:19]=[CH:20][CH:21]=4)[N:16]=[C:15]([C:27]([F:30])([F:29])[F:28])[CH:14]=3)([OH:12])[CH2:9]2)C=CC=CC=1.ClC(OC(Cl)C)=O>ClC(Cl)C>[F:30][C:27]([F:28])([F:29])[C:15]1[CH:14]=[C:13]([C:10]2([OH:12])[CH2:11][NH:8][CH2:9]2)[C:22]2[C:17](=[C:18]([C:23]([F:24])([F:25])[F:26])[CH:19]=[CH:20][CH:21]=2)[N:16]=1. Procedure: To a stirred solution of 1-diphenylmethyl-3-(2,8-bis(trifluoromethyl)-4-quinolinyl)-3-azetidinol (690 mg, 1.37 mmol) in dichloroethane (20 mL), at 0° C., was added dropwise 1-chloroethyl chloroformate (0.18 mL, 1.2 eq), the mixture was stirred at 70° C. for 1 h and concentrated in vacuo. The residue was dissolved in MeOH (20 mL), stirred at room temperature for 17 h, concentrated in vacuo and the residue triturated with ether to give the title compound (351 mg, 69%) as a pale-yellow solid: mp 20... Starting materials: [BH3-]C#N, O=C([O-])O, CC(=O)[O-], CO, CCOC(C)=O, Cl, O=Cc1ccc(F)c(F)c1, COC(=O)C1C2CCC(C2)C1N, [Na+], [Na+], [Na+]. Product: COC(=O)C1C2CCC(C2)C1NCc1ccc(F)c(F)c1. RXN SMILES: [C:29]([BH3-:30])#[N:31].[C:33](=[O:34])([OH:35])[O-:36].[CH3:15][C:16](=[O:17])[O-:18].[CH3:38][OH:39].[CH3:40][CH2:41][O:42][C:43](=[O:44])[CH3:45].[ClH:1].[F:19][c:20]1[cH:21][c:22]([CH:23]=[O:24])[cH:25][cH:26][c:27]1[F:28].[NH2:2][CH:3]1[CH:4]([C:10](=[O:11])[O:12][CH3:13])[CH:5]2[CH2:6][CH2:7][CH:8]1[CH2:9]2.[Na+:14].[Na+:32].[Na+:37]>>[NH:2]([CH:3]1[CH:4]([C:10](=[O:11])[O:12][CH3:13])[CH:5]2[CH2:6][CH2:7][CH:8]1[CH2:9]2)[CH2:23][c:22]1[cH:21][c:20]([F:19])[c:27]([F:28])[cH:26][cH:25]1. The reactants are CO, COC(=O)c1ccc2c(C3CCCCC3)c(-c3ccccc3CCOC3CCCCO3)[nH]c2c1, Cl, C1CCOC1, O. Yields the product COC(=O)c1ccc2c(C3CCCCC3)c(-c3ccccc3CCO)[nH]c2c1. Reaction SMILES: [CH3:41][OH:42].[CH:1]1([c:7]2[c:8](-[c:20]3[c:21]([CH2:26][CH2:27][O:28][CH:29]4[CH2:30][CH2:31][CH2:32][CH2:33][O:34]4)[cH:22][cH:23][cH:24][cH:25]3)[nH:9][c:10]3[cH:11][c:12]([C:16](=[O:17])[O:18][CH3:19])[cH:13][cH:14][c:15]23)[CH2:2][CH2:3][CH2:4][CH2:5][CH2:6]1.[ClH:43].[O:36]1[CH2:37][CH2:38][CH2:39][CH2:40]1.[OH2:35]>>[CH:1]1([c:7]2[c:8](-[c:20]3[c:21]([CH2:26][CH2:27][OH:28])[cH:22][cH:23][cH:24][cH:25]3)[nH:9][c:10]3[cH:11][c:12]([C:16](=[O:17])[O:18][CH3:19])[cH:13][cH:14][c:15]23)[CH2:2][CH2:3][CH2:4][CH2:5][CH2:6]1. Starting materials: C(C)(=O)O[C@@H](C(=O)O)C1=CC=CC=C1 ((R)-2-acetoxy-2-phenylacetic acid), Cl.CN(CCCN=C=NCC)C (1-(3-dimethylaminopropyl)-3-ethyl carbodiimide hydrochloride), O1C(CCCC1)N1N=C(C2=CC(=CC=C12)C1=NN(C=N1)C(C1=CC=CC=C1)(C1=CC=CC=C1)C1=CC=CC=C1)C=1C=C(C=CC1)N (3-{1-perhydro-2H-pyran-2-yl-5-[1-(triphenylmethyl)(1,2,4-triazol-3-yl)]-1H-indazol-3-yl}phenylamine). Run in ClCCl (dichloromethane), ClCCl (dichloromethane). Conditions: time 2 hour. Product: C(C)(=O)O[C@H](C1=CC=CC=C1)C(NC1=CC(=CC=C1)C1=NN(C2=CC=C(C=C12)C1=NN(C=N1)C(C1=CC=CC=C1)(C1=CC=CC=C1)C1=CC=CC=C1)C1OCCCC1)=O ((1R)[N-(3-{1-Perhydro-2H-pyran-2-yl-5-[1-(triphenylmethyl)(1,2,4-triazol-3-yl)](1H-indazol-3-yl)}phenyl)carbamoyl]phenylmethyl acetate). Reaction SMILES: [C:1]([O:4][C@H:5]([C:9]1[CH:14]=[CH:13][CH:12]=[CH:11][CH:10]=1)[C:6]([OH:8])=O)(=[O:3])[CH3:2].Cl.CN(C)CCCN=C=NCC.[O:27]1[CH2:32][CH2:31][CH2:30][CH2:29][CH:28]1[N:33]1[C:41]2[C:36](=[CH:37][C:38]([C:42]3[N:46]=[CH:45][N:44]([C:47]([C:60]4[CH:65]=[CH:64][CH:63]=[CH:62][CH:61]=4)([C:54]4[CH:59]=[CH:58][CH:57]=[CH:56][CH:55]=4)[C:48]4[CH:53]=[CH:52][CH:51]=[CH:50][CH:49]=4)[N:43]=3)=[CH:39][CH:40]=2)[C:35]([C:66]2[CH:67]=[C:68]([NH2:72])[CH:69]=[CH:70][CH:71]=2)=[N:34]1>ClCCl>[C:1]([O:4][C@@H:5]([C:6](=[O:8])[NH:72][C:68]1[CH:69]=[CH:70][CH:71]=[C:66]([C:35]2[C:36]3[C:41](=[CH:40][CH:39]=[C:38]([C:42]4[N:46]=[CH:45][N:44]([C:47]([C:48]5[CH:49]=[CH:50][CH:51]=[CH:52][CH:53]=5)([C:54]5[CH:59]=[CH:58][CH:57]=[CH:56][CH:55]=5)[C:60]5[CH:65]=[CH:64][CH:63]=[CH:62][CH:61]=5)[N:43]=4)[CH:37]=3)[N:33]([CH:28]3[CH2:29][CH2:30][CH2:31][CH2:32][O:27]3)[N:34]=2)[CH:67]=1)[C:9]1[CH:14]=[CH:13][CH:12]=[CH:11][CH:10]=1)(=[O:3])[CH3:2] |f:1.2|. Procedure: To a solution of (R)-2-acetoxy-2-phenylacetic acid (0.097 g, 0.498 mmol) in 2.0 mL of dichloromethane, was added 1-(3-dimethylaminopropyl)-3-ethyl carbodiimide hydrochloride (EDCI) as a solid (0.100 g, 0.520 mmol). The solution was stirred at room temperature for 10 min before 3-{1-perhydro-2H-pyran-2-yl-5-[1-(triphenylmethyl)(1,2,4-triazol-3-yl)]-1H-indazol-3-yl}phenylamine (0.150 g, 0.248 mmol), dissolved in 1 mL of dichloromethane, was added. The reaction was stirred at room temperature for 2... Reactants: ClC=1C=C(C(=O)OO)C=CC1 (m-chloroperoxybenzoic acid), ClC1=CC=C(C(=O)C2=NOC(=N2)CSC2=CC=CC=C2)C=C1 (3-(4-chlorobenzoyl)-5-phenylthiomethyl-1,2,4-oxadiazole), [O-]S(=O)(=S)[O-].[Na+].[Na+] (Na2S2O3), CCOCC (Et2O). Run in C(Cl)Cl (CH2Cl2), C(Cl)Cl (CH2Cl2). Run at time 30 minute. The product is ClC1=CC=C(C(=O)C2=NOC(=N2)CS(=O)C2=CC=CC=C2)C=C1 (3-(4-Chlorobenzoyl)-5-(phenylsulfinyl)methyl-1,2,4-oxadiazole). Isolated yield 71.0%. RXN SMILES: ClC1C=C(C=CC=1)C(OO)=[O:6].[Cl:12][C:13]1[CH:33]=[CH:32][C:16]([C:17]([C:19]2[N:23]=[C:22]([CH2:24][S:25][C:26]3[CH:31]=[CH:30][CH:29]=[CH:28][CH:27]=3)[O:21][N:20]=2)=[O:18])=[CH:15][CH:14]=1.[O-]S([O-])(=S)=O.[Na+].[Na+].CCOCC>C(Cl)Cl>[Cl:12][C:13]1[CH:33]=[CH:32][C:16]([C:17]([C:19]2[N:23]=[C:22]([CH2:24][S:25]([C:26]3[CH:31]=[CH:30][CH:29]=[CH:28][CH:27]=3)=[O:6])[O:21][N:20]=2)=[O:18])=[CH:15][CH:14]=1 |f:2.3.4|. Procedure details: A solution of 5.8 g of m-chloroperoxybenzoic acid (85%) in 150 ml of CH2Cl2 was added dropwise at -70° under N2 to a solution of 9.0 g of 3-(4-chlorobenzoyl)-5-phenylthiomethyl-1,2,4-oxadiazole in 200 ml of CH2Cl2. The reaction temperature was maintained below -65° by controlling the rate of addition. After stirring further for 30 minutes, the reaction mixture was poured directly into a separatory funnel containing 300 ml of 10% Na2S2O3 and 600 ml of Et2O. The organics were washed with saturated... Reactants: Cl.Cl.NC1=CC2=C(CCN(CC2)CC2=CC=CC=C2)S1 (2-amino-6-benzyl-5,6,7,8-tetrahydro-4H-thieno[2,3-d]azepine dihydrochloride), [S-]C#N.[K+] (potassium thiocyanate), BrBr (bromine). Product: NC=1SC2=C(SC=3CCN(CCC32)CC3=CC=CC=C3)N1 (2-Amino-7-benzyl-6,7,8,9-tetrahydro-5H-thiazolo[4',5':5,4]thieno[2,3-d]azepine). Reaction SMILES: Cl.Cl.[NH2:3][C:4]1[S:20][C:7]2[CH2:8][CH2:9][N:10]([CH2:13][C:14]3[CH:19]=[CH:18][CH:17]=[CH:16][CH:15]=3)[CH2:11][CH2:12][C:6]=2[CH:5]=1.[S-:21][C:22]#[N:23].[K+].BrBr>>[NH2:23][C:22]1[S:21][C:5]2[C:6]3[CH2:12][CH2:11][N:10]([CH2:13][C:14]4[CH:15]=[CH:16][CH:17]=[CH:18][CH:19]=4)[CH2:9][CH2:8][C:7]=3[S:20][C:4]=2[N:3]=1 |f:0.1.2,3.4|. Procedure details: This compound was prepared from 2-amino-6-benzyl-5,6,7,8-tetrahydro-4H-thieno[2,3-d]azepine dihydrochloride, potassium thiocyanate and bromine analogous to Example 1.